Dataset: the Open Reaction Database (ORD), a public repository of structured organic reaction records. Task: describe an organic reaction: reactants, conditions, products, and yield Reactants: CCO, CC(Nc1nc(N=[N+]=[N-])cc(-n2cnc3ccccc32)n1)c1ccccc1. Product: CC(Nc1nc(N)cc(-n2cnc3ccccc32)n1)c1ccccc1. As a reaction SMILES: [CH3:28][CH2:29][OH:30].[c:1]1([CH:7]([CH3:8])[NH:9][c:10]2[n:11][c:12]([N:25]=[N+:26]=[N-:27])[cH:13][c:14](-[n:16]3[cH:17][n:18][c:19]4[c:20]3[cH:21][cH:22][cH:23][cH:24]4)[n:15]2)[cH:2][cH:3][cH:4][cH:5][cH:6]1>>[c:1]1([CH:7]([CH3:8])[NH:9][c:10]2[n:11][c:12]([NH2:25])[cH:13][c:14](-[n:16]3[cH:17][n:18][c:19]4[c:20]3[cH:21][cH:22][cH:23][cH:24]4)[n:15]2)[cH:2][cH:3][cH:4][cH:5][cH:6]1. The solvent is O1CCCC1 (tetrahydrofuran), CN(C=O)C (dimethylformamide), O (water). Procedure: To a solution of 4.5g of N,N'-dicyclohexylcarbodimide in 100ml of dimethylformamide is added a solution of 2.2g of glycine hydrochloride in 2.2ml of water in a period of about 30 seconds under stirring and ice-cooling. To the reaction mixture is immediately added dropwise a solution of 3.3g of 2-[(2-amino-5-chloro-α-phenylbenzylidene)amino]propanol in 10ml of tetrahydrofuran and the mixture is stirred for further 3 hours at room temperature. After the reaction is completed, the reaction mixture ... RXN SMILES: C1(N=C=NC2CCCCC2)CCCCC1.Cl.[NH2:17][CH2:18][C:19](O)=[O:20].[NH2:22][C:23]1[CH:40]=[CH:39][C:38]([Cl:41])=[CH:37][C:24]=1[C:25](=[N:32][CH:33]([CH3:36])[CH2:34][OH:35])[C:26]1[CH:31]=[CH:30][CH:29]=[CH:28][CH:27]=1>CN(C)C=O.O.O1CCCC1>[NH2:17][CH2:18][C:19]([NH:22][C:23]1[CH:40]=[CH:39][C:38]([Cl:41])=[CH:37][C:24]=1[C:25](=[N:32][CH:33]([CH3:36])[CH2:34][OH:35])[C:26]1[CH:27]=[CH:28][CH:29]=[CH:30][CH:31]=1)=[O:20] |f:1.2|. Product: NCC(=O)NC1=C(C(C2=CC=CC=C2)=NC(CO)C)C=C(C=C1)Cl (2-[(2-Aminoacetamido-5-chloro-α-phenylbenzylidene)amino] propanol). The yield is 32.9%. The reactants are NC1=C(C(C2=CC=CC=C2)=NC(CO)C)C=C(C=C1)Cl (2-[(2-amino-5-chloro-α-phenylbenzylidene)amino]propanol), C1(CCCCC1)N=C=NC1CCCCC1 (N,N'-dicyclohexylcarbodimide), Cl.NCC(=O)O (glycine hydrochloride). Starting materials: FC1=CC=C(C=C1)[N+](=O)[O-] (1-fluoro-4-nitro-benzene), N1N=CC=C1 (1H-pyrazole). The product is N1(N=CC=C1)C1=CC=C(C=C1)N (4-Pyrazol-1-yl-phenylamine). Reaction SMILES: F[C:2]1[CH:7]=[CH:6][C:5]([N+:8]([O-])=O)=[CH:4][CH:3]=1.[NH:11]1[CH:15]=[CH:14][CH:13]=[N:12]1>>[N:11]1([C:2]2[CH:7]=[CH:6][C:5]([NH2:8])=[CH:4][CH:3]=2)[CH:15]=[CH:14][CH:13]=[N:12]1. Procedure: The title compound is obtained as described in Example 18a/b using 1-fluoro-4-nitro-benzene (Fluka, Buchs, Switzerland) and 1H-pyrazole (Fluka, Buchs, Switzerland). Title compound: ES-MS: 160.2 (M+H)+; analytical HPLC: tret=3.61 minutes (Grad 2). Reaction SMILES: [Cl:28][c:29]1[cH:30][cH:31][c:32]([O:33][CH2:34][CH:35]2[O:36][CH2:37]2)[cH:38][cH:39]1.[c:1]1(-[c:7]2[cH:8][cH:9][c:10]3[c:24]([cH:25]2)[C:14]2=[C:13]([C:12](=[O:26])[C:11]3=[O:27])[S:18][CH2:17][C:16]3([O:15]2)[CH2:19][CH2:20][NH:21][CH2:22][CH2:23]3)[cH:2][cH:3][cH:4][cH:5][cH:6]1>>[c:1]1(-[c:7]2[cH:8][cH:9][c:10]3[c:24]([cH:25]2)[C:14]2=[C:13]([C:12](=[O:26])[C:11]3=[O:27])[S:18][CH2:17][C:16]3([O:15]2)[CH2:19][CH2:20][N:21]([CH2:37][CH:35]([CH2:34][O:33][c:32]2[cH:31][cH:30][c:29]([Cl:28])[cH:39][cH:38]2)[OH:36])[CH2:22][CH2:23]3)[cH:2][cH:3][cH:4][cH:5][cH:6]1. Reactants: Clc1ccc(OCC2CO2)cc1, O=C1C(=O)c2ccc(-c3ccccc3)cc2C2=C1SCC1(CCNCC1)O2. Product: O=C1C(=O)c2ccc(-c3ccccc3)cc2C2=C1SCC1(CCN(CC(O)COc3ccc(Cl)cc3)CC1)O2. Reactants: ClC=1C=C(C(=C(C(=O)OC)C1)O)C=O (methyl 5-chloro-3-formyl-2-hydroxybenzoate), C[Si](Cl)(C)C (trimethylchlorosilane), C([O-])(O)=O.[Na+] (sodium bicarbonate), CN(C)C (trimethylamine). Run in C(CO)O (ethylene glycol). Run at time 2 hour. Yields the product ClC=1C=C(C(=C(C(=O)OC)C1)O)C1OCCO1 (methyl 5-chloro-3-(1,3-dioxolan-2-yl)-2-hydroxybenzoate). RXN SMILES: [Cl:1][C:2]1[CH:3]=[C:4]([CH:13]=[O:14])[C:5]([OH:12])=[C:6]([CH:11]=1)[C:7]([O:9][CH3:10])=[O:8].C[Si](C)(C)Cl.[C:20](=[O:23])(O)[O-].[Na+].[CH3:25]N(C)C>C(O)CO>[Cl:1][C:2]1[CH:11]=[C:6]([CH:7]2[O:8][CH2:25][CH2:10][O:9]2)[C:5]([OH:12])=[C:4]([CH:3]=1)[C:13]([O:23][CH3:20])=[O:14] |f:2.3|. Procedure: A mixture of methyl 5-chloro-3-formyl-2-hydroxybenzoate (73.2 g), ethylene glycol (350 ml) and trimethylchlorosilane (129 ml) is stirred at room temperature for 2 hours. The reaction mixture is poured into a mixture of an aqueous saturated sodium bicarbonate solution and trimethylamine, and the mixture is extracted with ethyl acetate. The extracted is washed with water, dried and concentrated to remove solvent, whereby methyl 5-chloro-3-(1,3-dioxolan-2-yl)-2-hydroxybenzoate (86 g) is obtained as...